This data is from the Open Reaction Database (ORD), a public repository of structured organic reaction records. The task is: describe an organic reaction: reactants, conditions, products, and yield The yield is 65.0%. Yields the product ClC1=NC=CC2=C1CN(C2=O)C(C)C=2C=NC(=C(C2)C)N2N=CC(=C2)C(F)(F)F (4-chloro-2-(1-(5-methyl-6-(4-(trifluoromethyl)-1H-pyrazol-1-yl)pyridin-3-yl)ethyl)-2,3-dihydro-1H-pyrrolo[3,4-c]pyridin-1-one). Starting materials: BrCC1=C(C(=O)OCC)C=CN=C1Cl (ethyl 3-(bromomethyl)-2-chloroisonicotinate), Cl.CC=1C=C(C=NC1N1N=CC(=C1)C(F)(F)F)C(C)N (1-(5-methyl-6-(4-(trifluoromethyl)-1H-pyrazol-1-yl)pyridin-3-yl)ethanamine hydrochloride). Reaction SMILES: Br[CH2:2][C:3]1[C:13]([Cl:14])=[N:12][CH:11]=[CH:10][C:4]=1[C:5]([O:7]CC)=O.Cl.[CH3:16][C:17]1[CH:18]=[C:19]([CH:32]([NH2:34])[CH3:33])[CH:20]=[N:21][C:22]=1[N:23]1[CH:27]=[C:26]([C:28]([F:31])([F:30])[F:29])[CH:25]=[N:24]1>>[Cl:14][C:13]1[C:3]2[CH2:2][N:34]([CH:32]([C:19]3[CH:20]=[N:21][C:22]([N:23]4[CH:27]=[C:26]([C:28]([F:31])([F:30])[F:29])[CH:25]=[N:24]4)=[C:17]([CH3:16])[CH:18]=3)[CH3:33])[C:5](=[O:7])[C:4]=2[CH:10]=[CH:11][N:12]=1 |f:1.2|. Procedure: The title compound is prepared in 65% yield (200 mg, pale brown solid) from ethyl 3-(bromomethyl)-2-chloroisonicotinate (200 mg, 0.72 mmol, Step-1 of Intermediate-1) and 1-(5-methyl-6-(4-(trifluoromethyl)-1H-pyrazol-1-yl)pyridin-3-yl)ethanamine hydrochloride (240 mg, 0.79 mmol, Amine-47, single enantiomer) in a similar manner to Intermediate-2. Reactants: COc1cc(OS(C)(=O)=O)cc(B2OC(C)(C)C(C)(C)O2)c1, CS(=O)(=O)Cl, ClCCl, c1ccncc1. The product is COc1cc(Cl)cc(OS(C)(=O)=O)c1. Reaction SMILES: [CH3:1][O:2][c:3]1[cH:4][c:5]([O:18][S:19](=[O:20])(=[O:21])[CH3:22])[cH:6][c:7]([B:9]2[O:10][C:11]([CH3:12])([CH3:13])[C:14]([CH3:15])([CH3:16])[O:17]2)[cH:8]1.[CH3:29][S:30]([Cl:31])(=[O:32])=[O:33].[Cl:34][CH2:35][Cl:36].[cH:23]1[cH:24][cH:25][n:26][cH:27][cH:28]1>>[CH3:1][O:2][c:3]1[cH:4][c:5]([O:18][S:19](=[O:20])(=[O:21])[CH3:22])[cH:6][c:7]([Cl:31])[cH:8]1. The reactants are [BH3-]C#N, CC(C)=O, CCO, Cl, Cl, Cl, Cc1nc2c(OCc3c(Cl)ccc(N)c3Cl)cccn2c1Br, [Na+]. Yields the product Cc1nc2c(OCc3c(Cl)ccc(NC(C)C)c3Cl)cccn2c1Br. RXN SMILES: [C:29]([BH3-:30])#[N:31].[CH3:25][C:26]([CH3:27])=[O:28].[CH3:34][CH2:35][OH:36].[ClH:1].[ClH:2].[ClH:33].[NH2:3][c:4]1[c:5]([Cl:24])[c:6]([CH2:7][O:8][c:9]2[c:10]3[n:11]([cH:12][cH:13][cH:14]2)[c:15]([Br:19])[c:16]([CH3:18])[n:17]3)[c:20]([Cl:23])[cH:21][cH:22]1.[Na+:32]>>[NH:3]([c:4]1[c:5]([Cl:24])[c:6]([CH2:7][O:8][c:9]2[c:10]3[n:11]([cH:12][cH:13][cH:14]2)[c:15]([Br:19])[c:16]([CH3:18])[n:17]3)[c:20]([Cl:23])[cH:21][cH:22]1)[CH:26]([CH3:25])[CH3:27]. Reactants: C(C)(C)N=C=O (isopropyl isocyanate), COC=1C=CC=C2CCC(C12)NC1=NC2=CC=C(C=C2C=C1)N (rac-N2-(7-methoxy-indan-1-yl)-quinoline-2,6-diamine). The product is C(C)(C)NC(=O)NC=1C=C2C=CC(=NC2=CC1)NC1CCC2=CC=CC(=C12)OC (rac-1-Isopropyl-3-[2-(7-methoxy-indan-1-ylamino)-quinolin-6-yl]-urea). RXN SMILES: [CH:1]([N:4]=[C:5]=[O:6])([CH3:3])[CH3:2].[CH3:7][O:8][C:9]1[CH:10]=[CH:11][CH:12]=[C:13]2[C:17]=1[CH:16]([NH:18][C:19]1[CH:28]=[CH:27][C:26]3[C:21](=[CH:22][CH:23]=[C:24]([NH2:29])[CH:25]=3)[N:20]=1)[CH2:15][CH2:14]2>>[CH:1]([NH:4][C:5]([NH:29][C:24]1[CH:25]=[C:26]2[C:21](=[CH:22][CH:23]=1)[N:20]=[C:19]([NH:18][CH:16]1[C:17]3[C:13](=[CH:12][CH:11]=[CH:10][C:9]=3[O:8][CH3:7])[CH2:14][CH2:15]1)[CH:28]=[CH:27]2)=[O:6])([CH3:3])[CH3:2]. Reported procedure: The title compound was prepared in accordance with the general method described in example 3 from isopropyl isocyanate and rac-N2-(7-methoxy-indan-1-yl)-quinoline-2,6-diamine (Example 172); MS: m/e=391.5 (M+H+).